This data is from the Open Reaction Database (ORD), a public repository of structured organic reaction records. The task is: describe an organic reaction: reactants, conditions, products, and yield The reactants are C(C)(=O)NC1=CC=CC(=N1)NC=C1C(OC(OC1=O)(C)C)=O (5-((6-Acetamido-2-pyridylamino)methylene)-2,2-dimethyl-1,3-dioxane-4,6-dione), C1(=CC=CC=C1)C1=CC=CC=C1 (biphenyl), C1(=CC=CC=C1)OC1=CC=CC=C1 (phenyl ether). Run in CCCCCC (hexane). Run at temperature 250 celsius, time 1 hour. Product: C(C)(=O)NC1=NC2=NC=CC(=C2C=C1)O (2-acetamido-5-hydroxy-1,8-naphthyridine). The yield is 82.4%. As a reaction SMILES: [C:1]([NH:4][C:5]1[N:10]=[C:9]([NH:11][CH:12]=[C:13]2[C:18](=[O:19])OC(C)(C)OC2=O)[CH:8]=[CH:7][CH:6]=1)(=[O:3])[CH3:2].C1(C2C=CC=CC=2)C=CC=CC=1.C1(OC2C=CC=CC=2)C=CC=CC=1>CCCCCC>[C:1]([NH:4][C:5]1[CH:6]=[CH:7][C:8]2[C:9](=[N:11][CH:12]=[CH:13][C:18]=2[OH:19])[N:10]=1)(=[O:3])[CH3:2]. Procedure details: 5-((6-Acetamido-2-pyridylamino)methylene)-2,2-dimethyl-1,3-dioxane-4,6-dione (1.3 g, 4.3 mmol) was added in portions to a stirred mixture of biphenyl (13.3 ml) and phenyl ether (36.8 ml) heated at 250° C. and the resulting mixture was stirred for 1 hour at 250° C. The mixture was allowed to cool and was diluted with hexane. The precipitate was collected by filtration and dried to give 2-acetamido-5-hydroxy-1,8-naphthyridine (720 mg, 83%). The solvent is CO.C(Cl)(Cl)Cl (methanol chloroform). Yields the product COC1=C(C=CC=C1NS(=O)(=O)C)C(C)=O (1-[2-methoxy-3-[(methylsulfonyl)amino]phenyl]ethanone). Run at time 12 hour. The reactants are NC=1C(=C(C=CC1)C(C)=O)OC (1-(3-amino-2-methoxyphenyl)ethanone), CS(=O)(=O)Cl (methanesulfonyl chloride). RXN SMILES: [NH2:1][C:2]1[C:3]([O:11][CH3:12])=[C:4]([C:8](=[O:10])[CH3:9])[CH:5]=[CH:6][CH:7]=1.[CH3:13][S:14](Cl)(=[O:16])=[O:15]>CO.C(Cl)(Cl)Cl>[CH3:12][O:11][C:3]1[C:2]([NH:1][S:14]([CH3:13])(=[O:16])=[O:15])=[CH:7][CH:6]=[CH:5][C:4]=1[C:8](=[O:10])[CH3:9] |f:2.3|. Reported procedure: According to the method reported by A. A. Larsen in J. Med. Chem., 10, 462-472 (1967), the above compound was produced from Intermediate 66 (1.59 g) and methanesulfonyl chloride (750 μl). Here, however, the following alteration was incorporated in the purification step from the reaction mixture. Thus, the reaction was terminated with water (50 ml) and the mixture was agitated for 12 hours before extraction with ethyl acetate (once with 50 ml and twice with each 30 ml) with subsequent washing wit... The reactants are C(C1=CC=CC=C1)[C@H]1N(CC[C@@H](C1)N(C(C(F)(F)F)=O)CCC1=CC=CC=C1)C(=O)OC(C)(C)C ((2R*,4S*)-2-benzyl-1-t-butyloxycarbonyl-N-(2-phenylethyl)-N-trifluoroacetyl-4-piperidinamine), FC(C(=O)O)(F)F (trifluoroacetic acid). The product is C(C1=CC=CC=C1)[C@H]1NCC[C@@H](C1)N(C(C(F)(F)F)=O)CCC1=CC=CC=C1 ((2R*,4S*)-2-Benzyl-N-(2-phenylethyl)-N-trifluoroacetyl-4-piperidinamine), oil. Isolated yield 63.0%. Reaction SMILES: [CH2:1]([C@@H:8]1[CH2:13][C@@H:12]([N:14]([CH2:21][CH2:22][C:23]2[CH:28]=[CH:27][CH:26]=[CH:25][CH:24]=2)[C:15](=[O:20])[C:16]([F:19])([F:18])[F:17])[CH2:11][CH2:10][N:9]1C(OC(C)(C)C)=O)[C:2]1[CH:7]=[CH:6][CH:5]=[CH:4][CH:3]=1.FC(F)(F)C(O)=O>>[CH2:1]([C@@H:8]1[CH2:13][C@@H:12]([N:14]([CH2:21][CH2:22][C:23]2[CH:24]=[CH:25][CH:26]=[CH:27][CH:28]=2)[C:15](=[O:20])[C:16]([F:19])([F:18])[F:17])[CH2:11][CH2:10][NH:9]1)[C:2]1[CH:7]=[CH:6][CH:5]=[CH:4][CH:3]=1. Reported procedure: 615 mg (1.25 mmol) of (2R*,4S*)-2-benzyl-1-t-butyloxycarbonyl-N-(2-phenylethyl)-N-trifluoroacetyl-4-piperidinamine are reacted with 1.9 ml (25 mmol) of trifluoroacetic acid in analogy to Example 38d. The title compound is obtained as oil (308 mg, 63%). TLC: methylene chloride/methanol/conc. ammonia (700:50:1) Rf =0.63, FD-MS: M+ =390. The reactants are C(CC(=O)OCC)(=O)OC(C)(C)C (tert-butyl ethyl malonate), [H-].[Na+] (NaH), C(C1=CC=CC=C1)OC1=C(C=CC(=C1)F)[N+](=O)[O-] (2-Benzyloxy-4-fluoro-1-nitrobenzene). Run in CN(C)C=O (DMF). Run at temperature 50 celsius, time 1.5 hour. Yields the product C(C)OC(C(C(=O)OC(C)(C)C)C1=CC(=C(C=C1)[N+](=O)[O-])OCC1=CC=CC=C1)=O (2-(3-benzyloxy-4-nitrophenyl) -malonic acid tert-butyl ester ethyl ester). Reaction SMILES: [H-].[Na+].[C:3]([O:11][C:12]([CH3:15])([CH3:14])[CH3:13])(=[O:10])[CH2:4][C:5]([O:7][CH2:8][CH3:9])=[O:6].[CH2:16]([O:23][C:24]1[CH:29]=[C:28](F)[CH:27]=[CH:26][C:25]=1[N+:31]([O-:33])=[O:32])[C:17]1[CH:22]=[CH:21][CH:20]=[CH:19][CH:18]=1>CN(C=O)C>[CH2:8]([O:7][C:5](=[O:6])[CH:4]([C:28]1[CH:27]=[CH:26][C:25]([N+:31]([O-:33])=[O:32])=[C:24]([O:23][CH2:16][C:17]2[CH:22]=[CH:21][CH:20]=[CH:19][CH:18]=2)[CH:29]=1)[C:3]([O:11][C:12]([CH3:14])([CH3:13])[CH3:15])=[O:10])[CH3:9] |f:0.1|. Reported procedure: To a suspension of NaH (60%, 9.38 g, 235 mmol) in DMF (200 mL) at 0° C. under N2 is added tert-butyl ethyl malonate (45.7 mL, 243 mmol) over 30 min. The reaction is stirred for 1.5 h in an ice bath. 2-Benzyloxy-4-fluoro-1-nitrobenzene (20.0 g, 80.9 mmol) is added and the reaction heated to 50° C. for 7.5 h. The reaction is quenched with H2O (600 mL) and extracted with EtOAc (2 L). The organic phase is concentrated to ˜1 L, washed with H2O (2×500 mL) and brine (300 mL), and dried over Na2SO4. Eva... Starting materials: NC[C@@H]1CC[C@H](CC1)C(=O)O (trans-4-(aminomethyl)-cyclohexane carboxylic acid), Amino Acids, C1(=CC=C(C=C1)S(=O)(=O)O)C (p-toluenesulfonic acid), C(C1=CC=CC=C1)O (benzyl alcohol). The solvent is C1(=CC=CC=C1)C (toluene). Product: C(C1=CC=CC=C1)OC(=O)[C@@H]1CC[C@H](CC1)CN (trans-4-(aminomethyl)-cyclohexane carboxylic acid benzyl ester). The yield is 96.0%. RXN SMILES: [NH2:1][CH2:2][C@H:3]1[CH2:8][CH2:7][C@H:6]([C:9]([OH:11])=[O:10])[CH2:5][CH2:4]1.[C:12]1([CH3:22])[CH:17]=[CH:16][C:15](S(O)(=O)=O)=[CH:14][CH:13]=1.C(O)C1C=CC=CC=1>C1(C)C=CC=CC=1>[CH2:22]([O:10][C:9]([C@H:6]1[CH2:5][CH2:4][C@H:3]([CH2:2][NH2:1])[CH2:8][CH2:7]1)=[O:11])[C:12]1[CH:17]=[CH:16][CH:15]=[CH:14][CH:13]=1. Procedure: 50 g (0.318 moles) of trans-4-(aminomethyl)-cyclohexane carboxylic acid, 61.7 g (0.324 moles) p-toluenesulfonic acid, 250 mL (2.4 moles) benzyl alcohol and 250 mL toluene were combined and stirred. The mixture was refluxed for 24 hours and the liberated water was removed azeotropically by means of a Dean and Stark apparatus. A clear solution was obtained after 5 hours of refluxing. The solution was allowed to cool to room temp. and the product crystallized. The mixture was vacuum filtered, washe... The reactants are ClC1=C(NC(=C1Cl)C)C(=O)N[C@@H]1[C@@H](CN(CC1)C=1SC(=C(N1)C=O)C(=O)OCC)OC (Cis(±)-ethyl 2-(4-{[(3,4-dichloro-5-methyl-1H-pyrrol-2-yl)carbonyl]amino}-3-methoxypiperidin-1-yl)-4-formyl-1,3-thiazole -5-carboxylate), C(C)(=O)[O-].[Na+] (sodium acetate), Cl.NO (hydroxylamine hydrochloride). Procedure: A solution of Cis(±)-ethyl 2-(4-{[(3,4-dichloro-5-methyl-1H-pyrrol-2-yl)carbonyl]amino}-3-methoxypiperidin-1-yl)-4-formyl-1,3-thiazole -5-carboxylate (0.10 g, 0.2 mmol, Example 252), sodium acetate (0.041 g, 0.5 mmol) and hydroxylamine hydrochloride (0.028 g, 0.4 mmol) were heated to reflux in absolute ethanol for 3 hours. After cooling to room temperature the ethanol was removed under reduced pressure followed by EtOAc/H2O partitioning, drying with MgSO4 and concentrating to a yellow solid (0.0... RXN SMILES: [Cl:1][C:2]1[C:6]([Cl:7])=[C:5]([CH3:8])[NH:4][C:3]=1[C:9]([NH:11][C@H:12]1[CH2:17][CH2:16][N:15]([C:18]2[S:19][C:20]([C:25]([O:27][CH2:28][CH3:29])=[O:26])=[C:21]([CH:23]=O)[N:22]=2)[CH2:14][C@H:13]1[O:30][CH3:31])=[O:10].C([O-])(=O)C.[Na+].Cl.[NH2:38][OH:39]>C(O)C>[Cl:1][C:2]1[C:6]([Cl:7])=[C:5]([CH3:8])[NH:4][C:3]=1[C:9]([NH:11][C@H:12]1[CH2:17][CH2:16][N:15]([C:18]2[S:19][C:20]([C:25]([O:27][CH2:28][CH3:29])=[O:26])=[C:21](/[CH:23]=[N:38]/[OH:39])[N:22]=2)[CH2:14][C@H:13]1[O:30][CH3:31])=[O:10] |f:1.2,3.4|. Yields the product ClC1=C(NC(=C1Cl)C)C(=O)N[C@@H]1[C@@H](CN(CC1)C=1SC(=C(N1)/C=N/O)C(=O)OCC)OC (Cis(±)-ethyl 2-(4-{[(3,4-dichloro-5-methyl-1H-pyrrol-2-yl)carbonyl]amino}-3-methoxypiperidin-1-yl)-4-[(E)-(hydroxyimino)methyl]-1,3-thiazole-5-carboxylate). Solvent: C(C)O (ethanol), C(C)O (ethanol). The reactants are N12CCCCCC2=NCCC1 (1,8-Diazabicyclo[5,4,0]undec-7-ene), Cl.NCC1=C2C(N(C(C2=CC=C1)=O)C1C(NC(CC1)=O)=O)=O (4-(aminomethyl)-2-(2,6-dioxo(3-piperidyl))isoindoline-1,3-dione hydrochloride), C1(CCCC1)C(=O)Cl (cyclopentanecarbonyl chloride). The solvent is CC#N (CH3CN). Run at time 20 minute. Product: O=C1NC(CCC1N1C(C2=CC=CC(=C2C1=O)CNC(=O)C1CCCC1)=O)=O (N-{[2-(2,6-dioxo(3-piperidyl))-1,3-dioxoisoindolin-4-yl]methyl}cyclopentylcarboxamide). Yield: 83.2%. As a reaction SMILES: N12CCCN=C1CCCCC2.Cl.[NH2:13][CH2:14][C:15]1[CH:23]=[CH:22][CH:21]=[C:20]2[C:16]=1[C:17](=[O:33])[N:18]([CH:25]1[CH2:30][CH2:29][C:28](=[O:31])[NH:27][C:26]1=[O:32])[C:19]2=[O:24].[CH:34]1([C:39](Cl)=[O:40])[CH2:38][CH2:37][CH2:36][CH2:35]1>CC#N>[O:32]=[C:26]1[CH:25]([N:18]2[C:17](=[O:33])[C:16]3[C:20](=[CH:21][CH:22]=[CH:23][C:15]=3[CH2:14][NH:13][C:39]([CH:34]3[CH2:38][CH2:37][CH2:36][CH2:35]3)=[O:40])[C:19]2=[O:24])[CH2:30][CH2:29][C:28](=[O:31])[NH:27]1 |f:1.2|. Procedure: 1,8-Diazabicyclo[5,4,0]undec-7-ene (0.62 g, 4.08 mmol) was added to a stirred suspension of 4-(aminomethyl)-2-(2,6-dioxo(3-piperidyl))isoindoline-1,3-dione hydrochloride (0.60 g, 1.85 mmol) in CH3CN (50 mL). After stirring for 20 min, cyclopentanecarbonyl chloride (0.29 g, 2.22 mmol) was added. The mixture was stirred at room temperature for 17 hours. The solvent was removed in vacuo and the residue was dissolved in CH2Cl2 (70 mL). The CH2Cl2 solution was washed with 1N HCl (30 mL), H2O (30 mL),...